Dataset: the Open Reaction Database (ORD), a public repository of structured organic reaction records. Task: describe an organic reaction: reactants, conditions, products, and yield Starting materials: N1C=CC2=CC=C(C=C12)C(=O)OC (methyl indole-6-carboxylate), CN1C(CCC1)=O (1-methyl-2-pyrrolidone), CN1C(CCC1)=O (1-methyl-2-pyrrolidone), P(=O)(Cl)(Cl)Cl (phosphoryl chloride), C(=O)([O-])[O-].[Na+].[Na+] (Na2CO3). Run in ClCCCl (1,2-dichloroethane), ClCCCl (1,2-dichloroethane), O (Water). Reaction conditions: time 15 minute. Product: COC(=O)C1=CC=C2/C(/C=NC2=C1)=C\1/N(CCC1)C (3-[1-Methyl-pyrrolidin-(2Z)-ylidene]-3H-indole-6-carboxylic acid methyl ester). Isolated yield 56.6%. RXN SMILES: [CH3:1][N:2]1[CH2:6][CH2:5][CH2:4][C:3]1=O.P(Cl)(Cl)(Cl)=O.[NH:13]1[C:21]2[C:16](=[CH:17][CH:18]=[C:19]([C:22]([O:24][CH3:25])=[O:23])[CH:20]=2)[CH:15]=[CH:14]1.C([O-])([O-])=O.[Na+].[Na+]>ClCCCl.O>[CH3:25][O:24][C:22]([C:19]1[CH:20]=[C:21]2[C:16](/[C:15](=[C:3]3/[N:2]([CH3:1])[CH2:6][CH2:5][CH2:4]/3)/[CH:14]=[N:13]2)=[CH:17][CH:18]=1)=[O:23] |f:3.4.5|. Procedure: A mixture of 1.6 mL (16 mmol) 1-methyl-2-pyrrolidone and 10 mL phosphoryl chloride (POCl3) in 10 mL 1,2-dichloroethane was stirred for 15 min and 1.75 g (10 mmol) methyl indole-6-carboxylate and 1.6 mL (16 mmol) 1-methyl-2-pyrrolidone in 10 mL 1,2-dichloroethane was added. The mixture was heated to reflux for 2 h. Water and Na2CO3 aq. was added to adjust to pH=9. Subsequently the mixture was extracted with DCM and the combined organic layers were washed with water, dried with Na2SO4 and evaporat... Reactants: IC=1N=CN2C1SC=C2 (7-iodoimidazo[5,1-b]thiazole), CC1=NC=C(C=C1)C=O (2-methylpyridine-5-aldehyde). The product is CC1=CC=C(C=N1)C(=O)C=1N=CN2C1SC=C2 (7-(6-Methylpyridin-3-yl)carbonylimidazo[5,1-b]-thiazole). Isolated yield 82.8%. RXN SMILES: I[C:2]1[N:3]=[CH:4][N:5]2[CH:9]=[CH:8][S:7][C:6]=12.[CH3:10][C:11]1[CH:16]=[CH:15][C:14]([CH:17]=[O:18])=[CH:13][N:12]=1>>[CH3:10][C:11]1[N:12]=[CH:13][C:14]([C:17]([C:2]2[N:3]=[CH:4][N:5]3[CH:9]=[CH:8][S:7][C:6]=23)=[O:18])=[CH:15][CH:16]=1. Reported procedure: 7-(6-Methylpyridin-3-yl)carbonylimidazo[5,1-b]-thiazole (885 mg) was prepared in the same manner as in step a) of Synthesis Example 3, except that 1.10 g of 7-iodoimidazo[5,1-b]thiazole and 532 mg of 2-methylpyridine-5-aldehyde were used as the starting compounds. Reaction SMILES: Cl[C:2]1[C:11]2[C:6](=[CH:7][CH:8]=[CH:9][CH:10]=2)[C:5]([N+:12]([O-:14])=[O:13])=[CH:4][CH:3]=1.[CH:15]([N:18]([CH:22]([CH3:24])[CH3:23])[CH2:19][CH2:20][NH2:21])([CH3:17])[CH3:16]>>[CH:15]([N:18]([CH:22]([CH3:24])[CH3:23])[CH2:19][CH2:20][NH:21][C:2]1[C:11]2[C:6](=[CH:7][CH:8]=[CH:9][CH:10]=2)[C:5]([N+:12]([O-:14])=[O:13])=[CH:4][CH:3]=1)([CH3:17])[CH3:16]. Yield: 75.7%. Procedure: 1-Chloro-4-nitronaphthalene and N, N-diisopropylethylenediamine were reacted in the same manner as in Example 1 to obtain the titled compound in a yield of 75.7%. The reactants are ClC1=CC=C(C2=CC=CC=C12)[N+](=O)[O-] (1-Chloro-4-nitronaphthalene), C(C)(C)N(CCN)C(C)C (N, N-diisopropylethylenediamine). Yields the product C(C)(C)N(CCNC1=CC=C(C2=CC=CC=C12)[N+](=O)[O-])C(C)C (1-(2-Diisopropylaminoethyl)amino-4-nitronaphthalene). The reactants are Cl (HCl), CC(C)([O-])C.[K+] (potassium tert-butoxide), O (water), C(C)OC1=C(C2=C(C3C(O2)CC(CC3)C=O)C=C1)F (7-ethoxy-6-fluoro-1,2,3,4,4a,9b-hexahydrodibenzofuran-3-carbaldehyde). The reagents and catalysts are [Br-].C(C)[P+](C1=CC=CC=C1)(C1=CC=CC=C1)C1=CC=CC=C1 (ethyltriphenylphosphonium bromide). Solvent: C1CCOC1 (THF), C1CCOC1 (THF), C1CCOC1 (THF). Run at time 2 hour. The product is C1CCCC2OC3=C(C21)C=CC=C3 (1,2,3,4,4a,9b-hexahydrodibenzofuran). RXN SMILES: CC(C)([O-])C.[K+].C(O[C:10]1[CH:24]=[CH:23][C:13]2[CH:14]3[CH2:20][CH2:19][CH:18](C=O)[CH2:17][CH:15]3[O:16][C:12]=2[C:11]=1F)C.O.Cl>[Br-].C([P+](C1C=CC=CC=1)(C1C=CC=CC=1)C1C=CC=CC=1)C.C1COCC1>[CH2:23]1[CH:13]2[CH:12]([O:16][C:15]3[CH:17]=[CH:18][CH:19]=[CH:20][C:14]=32)[CH2:11][CH2:10][CH2:24]1 |f:0.1,5.6|. Reported procedure: 10.0 g (27.0 mmol) of ethyltriphenylphosphonium bromide are initially introduced in 100 ml of THF, and 2.98 g (26.0 mmol) of potassium tert-butoxide in 40 ml of THF are added at −5° C. After 1 h at this temperature, 6.50 g (24.6 mmol) of (±)-(3R*, 4aR*, 9bS*)-7-ethoxy-6-fluoro-1,2,3,4,4a,9b-hexahydrodibenzofuran-3-carbaldehyde as a solution in 60 ml of THF are added dropwise, and the batch is stirred at room temperature for 2 h. The reaction solution is hydrolysed using water and acidified using... Starting materials: C(=O)([O-])[O-].[Na+].[Na+] (Na2CO3), C1(=CC=CC=C1)PC1=CC=CC=C1 (diphenylphosphine), S1C(=NC2=C1C=CC=C2)N (benzo[d]thiazol-2-amine), ClC1=CC=C(C=N1)OC=1C(=NC=CN1)C1CCN(CC1)C(C)=O (1-(4-(3-(6-chloropyridin-3-yloxy)pyrazin-2-yl)piperidin-1-yl)ethanone). Reagents/catalysts: C=1C=CC(=CC1)/C=C/C(=O)/C=C/C2=CC=CC=C2.C=1C=CC(=CC1)/C=C/C(=O)/C=C/C2=CC=CC=C2.C=1C=CC(=CC1)/C=C/C(=O)/C=C/C2=CC=CC=C2.[Pd].[Pd] (tris(dibenzylideneacetone)dipalladium(0)). The solvent is C1(=CC=CC=C1)C (PhMe). Conditions: temperature 100 celsius. Yields the product S1C(=NC2=C1C=CC=C2)NC2=CC=C(C=N2)OC=2C(=NC=CN2)C2CCN(CC2)C(C)=O (1-(4-(3-(6-(benzo[d]thiazol-2-ylamino)pyridin-3-yloxy)pyrazin-2-yl)piperidin-1-yl)ethanone). Reaction SMILES: C([O-])([O-])=O.[Na+].[Na+].C1(PC2C=CC=CC=2)C=CC=CC=1.[S:20]1[C:24]2[CH:25]=[CH:26][CH:27]=[CH:28][C:23]=2[N:22]=[C:21]1[NH2:29].Cl[C:31]1[N:36]=[CH:35][C:34]([O:37][C:38]2[C:39]([CH:44]3[CH2:49][CH2:48][N:47]([C:50](=[O:52])[CH3:51])[CH2:46][CH2:45]3)=[N:40][CH:41]=[CH:42][N:43]=2)=[CH:33][CH:32]=1>C1C=CC(/C=C/C(/C=C/C2C=CC=CC=2)=O)=CC=1.C1C=CC(/C=C/C(/C=C/C2C=CC=CC=2)=O)=CC=1.C1C=CC(/C=C/C(/C=C/C2C=CC=CC=2)=O)=CC=1.[Pd].[Pd].C1(C)C=CC=CC=1>[S:20]1[C:24]2[CH:25]=[CH:26][CH:27]=[CH:28][C:23]=2[N:22]=[C:21]1[NH:29][C:31]1[N:36]=[CH:35][C:34]([O:37][C:38]2[C:39]([CH:44]3[CH2:45][CH2:46][N:47]([C:50](=[O:52])[CH3:51])[CH2:48][CH2:49]3)=[N:40][CH:41]=[CH:42][N:43]=2)=[CH:33][CH:32]=1 |f:0.1.2,6.7.8.9.10|. Procedure: To a mixture of tris(dibenzylideneacetone)dipalladium(0) (0.021 g, 0.023 mmol), Na2CO3 (0.081 g, 0.76 mmol), 9,9-dimethyl-9H-xanthene-4,5-diyl)bis(diphenylphosphine (0.040 g, 0.069 mmol), benzo[d]thiazol-2-amine (0.110 g, 0.732 mmol), and 1-(4-(3-(6-chloropyridin-3-yloxy)pyrazin-2-yl)piperidin-1-yl)ethanone (0.182 g, 0.547 mmol) was added PhMe (3 mL). The reaction mixture was degassed and heated to 100° C. for 40 h. The reaction mixture was diluted with Teac and the organic phase was washed with...